Dataset: the Open Reaction Database (ORD), a public repository of structured organic reaction records. Task: describe an organic reaction: reactants, conditions, products, and yield Reaction SMILES: [BH4-:27].[C:33]([Cl:34])([Cl:35])([Cl:36])[Cl:37].[CH2:2]([CH3:3])[N:4]([CH2:5][CH2:6][C:7](=[O:8])[c:9]1[cH:10][cH:11][c:12]([NH:15][S:16](=[O:17])(=[O:18])[CH3:19])[cH:13][cH:14]1)[CH2:20][CH2:21][CH2:22][CH2:23][CH2:24][CH2:25][CH3:26].[CH2:38]([OH:39])[CH3:40].[CH:29]([Cl:30])([Cl:31])[Cl:32].[ClH:1].[Na+:28]>>[CH2:2]([CH3:3])[N:4]([CH2:5][CH2:6][CH:7]([OH:8])[c:9]1[cH:10][cH:11][c:12]([NH:15][S:16](=[O:17])(=[O:18])[CH3:19])[cH:13][cH:14]1)[CH2:20][CH2:21][CH2:22][CH2:23][CH2:24][CH2:25][CH3:26]. Starting materials: [BH4-], ClC(Cl)(Cl)Cl, CCCCCCCN(CC)CCC(=O)c1ccc(NS(C)(=O)=O)cc1, CCO, ClC(Cl)Cl, Cl, [Na+]. Product: CCCCCCCN(CC)CCC(O)c1ccc(NS(C)(=O)=O)cc1. Starting materials: C(C)(C)(C)OC(NC1(COC(OC1)(C)C)CCC1=CC(=C(C=C1)OCCCC1=CC=C(C=C1)C(F)(F)F)C(F)(F)F)=O ([2,2-dimethyl-5-(2-{3-trifluoromethyl-4-[3-(4-trifluoromethylphenyl)propoxy]phenyl}ethyl)-1,3-dioxan-5-yl]carbamic acid t-butyl ester), Cl (hydrochloric acid). Solvent: C(C)O (ethanol). Conditions: temperature 80 celsius, time 2.5 hour. Yields the product Cl.NC(CO)(CO)CCC1=CC(=C(C=C1)OCCCC1=CC=C(C=C1)C(F)(F)F)C(F)(F)F (2-amino-2-(2-{3-trifluoromethyl-4-[3-(4-trifluoromethylphenyl)propoxy]phenyl}ethyl)propane-1,3-diol hydrochloride). As a reaction SMILES: C(OC(=O)[NH:7][C:8]1([CH2:16][CH2:17][C:18]2[CH:23]=[CH:22][C:21]([O:24][CH2:25][CH2:26][CH2:27][C:28]3[CH:33]=[CH:32][C:31]([C:34]([F:37])([F:36])[F:35])=[CH:30][CH:29]=3)=[C:20]([C:38]([F:41])([F:40])[F:39])[CH:19]=2)[CH2:13][O:12]C(C)(C)[O:10][CH2:9]1)(C)(C)C.[ClH:43]>C(O)C>[ClH:43].[NH2:7][C:8]([CH2:16][CH2:17][C:18]1[CH:23]=[CH:22][C:21]([O:24][CH2:25][CH2:26][CH2:27][C:28]2[CH:29]=[CH:30][C:31]([C:34]([F:35])([F:36])[F:37])=[CH:32][CH:33]=2)=[C:20]([C:38]([F:39])([F:40])[F:41])[CH:19]=1)([CH2:13][OH:12])[CH2:9][OH:10] |f:3.4|. Procedure details: Compound 11-3 (800 mg) was dissolved in ethanol (20 ml), concentrated hydrochloric acid (2 ml) was added, and the mixture was stirred at 80° C. for 2.5 hr. The reaction mixture was concentrated, and the residue was washed with diethyl ether to give the object product (592 mg) as a white powder. Starting materials: C(C)(=O)C1=C(C(=C(OCC#CCCCC(=O)O)C=C1)CCC)O (7-(4-Acetyl-3-hydroxy-2-propylphenoxy)-5-heptynoic acid), N1=CC(=CC=C1)CCCCN (3-pyridine butanamine). Yields the product C(C)(=O)C1=C(C(=C(OCC#CCCCC(=O)NCCCCC=2C=NC=CC2)C=C1)CCC)O (7-(4-acetyl-3-hydroxy-2-propylphenoxy)-N-[4-(3-pyridinyl)butyl]-5-heptynamide). Reaction SMILES: [C:1]([C:4]1[CH:19]=[CH:18][C:7]([O:8][CH2:9][C:10]#[C:11][CH2:12][CH2:13][CH2:14][C:15]([OH:17])=O)=[C:6]([CH2:20][CH2:21][CH3:22])[C:5]=1[OH:23])(=[O:3])[CH3:2].[N:24]1[CH:29]=[CH:28][CH:27]=[C:26]([CH2:30][CH2:31][CH2:32][CH2:33][NH2:34])[CH:25]=1>>[C:1]([C:4]1[CH:19]=[CH:18][C:7]([O:8][CH2:9][C:10]#[C:11][CH2:12][CH2:13][CH2:14][C:15]([NH:34][CH2:33][CH2:32][CH2:31][CH2:30][C:26]2[CH:25]=[N:24][CH:29]=[CH:28][CH:27]=2)=[O:17])=[C:6]([CH2:20][CH2:21][CH3:22])[C:5]=1[OH:23])(=[O:3])[CH3:2]. Procedure details: 7-(4-Acetyl-3-hydroxy-2-propylphenoxy)-5-heptynoic acid was allowed to react with 3-pyridine butanamine according to procedure A and the product was purified by HPLC to give 7-(4-acetyl-3-hydroxy-2-propylphenoxy)-N-[4-(3-pyridinyl)butyl]-5-heptynamide, the title compound, mp 77°-80° (from ethyl acetate-hexane) in 53% yield. The reactants are Nc1ccc(O)cc1, CCOC(=O)C1C(=O)N(c2ccccc2)N=C1C, Cc1ccccc1C. Yields the product CC1=NN(c2ccccc2)C(=O)C1C(=O)Nc1ccc(O)cc1. As a reaction SMILES: [NH2:19][c:20]1[cH:21][cH:22][c:23]([OH:26])[cH:24][cH:25]1.[c:1]1([N:7]2[N:8]=[C:9]([CH3:18])[CH:10]([C:13]([O:15][CH2:14][CH3:16])=[O:17])[C:11]2=[O:12])[cH:2][cH:3][cH:4][cH:5][cH:6]1.[c:27]1([CH3:28])[c:29]([CH3:30])[cH:31][cH:32][cH:33][cH:34]1>>[c:1]1([N:7]2[N:8]=[C:9]([CH3:18])[CH:10]([C:13](=[O:15])[NH:19][c:20]3[cH:21][cH:22][c:23]([OH:26])[cH:24][cH:25]3)[C:11]2=[O:12])[cH:2][cH:3][cH:4][cH:5][cH:6]1. Starting materials: O=c1ccc2c(C(O)CNC3(Cc4ccc(C(F)(F)F)cc4)CC3)ccc(OCc3ccccc3)c2[nH]1, CO. Product: O=c1ccc2c(C(O)CNC3(Cc4ccc(C(F)(F)F)cc4)CC3)ccc(O)c2[nH]1. As a reaction SMILES: [CH2:1]([c:2]1[cH:3][cH:4][cH:5][cH:6][cH:7]1)[O:8][c:9]1[cH:10][cH:11][c:12]([CH:20]([CH2:21][NH:22][C:23]2([CH2:26][c:27]3[cH:28][cH:29][c:30]([C:33]([F:34])([F:35])[F:36])[cH:31][cH:32]3)[CH2:24][CH2:25]2)[OH:37])[c:13]2[cH:14][cH:15][c:16](=[O:19])[nH:17][c:18]12.[CH3:38][OH:39]>>[OH:8][c:9]1[cH:10][cH:11][c:12]([CH:20]([CH2:21][NH:22][C:23]2([CH2:26][c:27]3[cH:28][cH:29][c:30]([C:33]([F:34])([F:35])[F:36])[cH:31][cH:32]3)[CH2:24][CH2:25]2)[OH:37])[c:13]2[cH:14][cH:15][c:16](=[O:19])[nH:17][c:18]12.